This data is from the Open Reaction Database (ORD), a public repository of structured organic reaction records. The task is: describe an organic reaction: reactants, conditions, products, and yield Reactants: N1C=2C(C(C=C1)=O)=CSC2 (thieno[3,4-b]pyridin-4(1H)-one), [N+](=O)(O)[O-] (nitric acid). Solvent: C(C)(=O)O (acetic acid). Conditions: temperature 70 celsius, time 3 minute. Product: [N+](=O)([O-])C=1C(C=2C(NC1)=CSC2)=O (3-Nitrothieno[3,4-b]pyridin-4(1H)-one). The yield is 48.4%. As a reaction SMILES: [NH:1]1[CH:6]=[CH:5][C:4](=[O:7])[C:3]2=[CH:8][S:9][CH:10]=[C:2]12.[N+:11]([O-])([OH:13])=[O:12]>C(O)(=O)C>[N+:11]([C:5]1[C:4](=[O:7])[C:3]2[C:2](=[CH:10][S:9][CH:8]=2)[NH:1][CH:6]=1)([O-:13])=[O:12]. Reported procedure: To a suspension of 4.00 g of thieno[3,4-b]pyridin-4(1H)-one 9 in 120 ml of acetic acid is added 3.00 g of nitric acid (d=1.38). The reaction mixture is stirred at 70° C. for 3 minutes and cooled to room temperature. The resulting crystals are collected by filtration, and then washed with water and methanol-ether, affording 2.51 g (48%) of Compound 10. An analytical sample is recrystallized from dimethylsulfoxide-methanol to give yellow crystals melting at 329°-332° C. Starting materials: S(O)(O)(=O)=O (sulphuric acid), C(C)OC(=O)C1=C[C@H]([C@@H]([C@@H](C1)OS(=O)(=O)C)NP(=O)(OCC)OCC)OC(CC)CC ((3R,4S,5R)-4-(diethoxy-phosphorylamino)-3-(1-ethyl-propoxy)-5-methanesulfonyloxy-cyclohex-1-enecarboxylic Acid Ethyl Ester), [OH-].[Na+] (NaOH), [NH4+].[OH-] (NH4OH). Solvent: CCOC(=O)C (EtOAc), CCO (EtOH), O (water). Product: C(C)OC(=O)C1=C[C@H]([C@@H]([C@@H](C1)OS(=O)(=O)C)N)OC(CC)CC ((3R,4S,5R)-4-amino-3-(1-ethyl-propoxy)-5-methanesulfonyloxy-cyclohex-1-enecarboxylic Acid Ethyl Ester). Isolated yield 64.8%. As a reaction SMILES: [CH2:1]([O:3][C:4]([C:6]1[CH2:11][C@@H:10]([O:12][S:13]([CH3:16])(=[O:15])=[O:14])[C@@H:9]([NH:17]P(OCC)(OCC)=O)[C@H:8]([O:26][CH:27]([CH2:30][CH3:31])[CH2:28][CH3:29])[CH:7]=1)=[O:5])[CH3:2].S(=O)(=O)(O)O.[OH-].[Na+].[NH4+].[OH-]>CCOC(C)=O.O.CCO>[CH2:1]([O:3][C:4]([C:6]1[CH2:11][C@@H:10]([O:12][S:13]([CH3:16])(=[O:14])=[O:15])[C@@H:9]([NH2:17])[C@H:8]([O:26][CH:27]([CH2:28][CH3:29])[CH2:30][CH3:31])[CH:7]=1)=[O:5])[CH3:2] |f:2.3,4.5|. Reported procedure: To a solution of 120 mg of 18 and 500 μl EtOH in a 5 mL round-bottom flask equipped with a magnetic stirrer, a reflux condenser and an inert gas supply was added 120 μl sulphuric acid (96%). The reaction mixture was refluxed for 16 h, cooled to RT and diluted with 1.0 mL of EtOAc then cooled to 0-5° C. The cooled solution was treated with 100 μl of a 28% aqueous NaOH solution and with 257 μl of a 25% aqueous NH4OH. The well stirred mixture was diluted with 1.5 mL of water, extracted and the orga... Product: CCOC(=O)CC1(O)C=CCCC1. RXN SMILES: [C:3]1(=[O:9])[CH:4]=[CH:5][CH2:6][CH2:7][CH2:8]1.[CH2:1][CH3:2].[CH3:11][CH2:12][O:13][C:14]([CH3:15])=[O:16].[CH3:17][c:18]1[cH:19][cH:20][cH:21][cH:22][cH:23]1.[ClH:10]>>[C:3]1([OH:9])([CH2:15][C:14]([O:13][CH2:12][CH3:11])=[O:16])[CH:4]=[CH:5][CH2:6][CH2:7][CH2:8]1. Starting materials: O=C1C=CCCC1, [CH2]C, CCOC(C)=O, Cc1ccccc1, Cl. Starting materials: CC(C)=C (isobutylene), C1(\C=C/C(=O)O1)=O (maleic anhydride). The reagents and catalysts are peroxide. Product: CC(C)=C.C1(\C=C/C(=O)O1)=O (isobutylene maleic anhydride). Reaction SMILES: [CH3:1][C:2](=[CH2:4])[CH3:3].[C:5]1(=[O:11])[O:10][C:8](=[O:9])[CH:7]=[CH:6]1>>[CH3:3][C:2](=[CH2:1])[CH3:4].[C:8]1(=[O:9])[O:10][C:5](=[O:11])[CH:6]=[CH:7]1 |f:2.3|. Procedure: Following the general procedure of Example 2 equimolar proportions of isobutylene and maleic anhydride were copolymerized in a pressure reactor employing a peroxide catalyst to produce an isobutylene-maleic anhydride copolymer which was found to have a molecular weight of about 7,000,000. 9 Grams of said copolymer was dissolved in 41 grams of N-methylpyrrolidone and a solution of 0.09 gram of diethylene glycol in 4 grams of N-methylpyrrolidone was added thereto to produce a spinning dope contain... The reactants are C(=O)(O)[O-].[Na+] (NaHCO3), FC1=CC=C(C=C1)C(CC1=CC=NC=C1)=O (1-(4-fluorophenyl)-2-(4-pyridyl)ethanone), NC=1NN=CC1 (3-amino-2H-pyrazole), OC1=CC=C(C=O)C=C1 (4-hydroxybenzaldehyde), Cl (HCl). The solvent is C(Cl)(Cl)Cl (CHCl3), COCCO (2-methoxyethanol), COCCO (2-methoxyethanol), CO (MeOH). Product: FC1=CC=C(C=C1)C1=C(C(=C2C(=N1)NN=C2)C2=CC=C(C=C2)O)C2=CC=NC=C2 (4-[6-(4-Fluorophenyl)-5-(4-pyridyl)-1H-pyrazolo[3,4-b]pyridin-4-yl]phenol). The yield is 41.1%. RXN SMILES: [F:1][C:2]1[CH:7]=[CH:6][C:5]([C:8](=O)[CH2:9][C:10]2[CH:15]=[CH:14][N:13]=[CH:12][CH:11]=2)=[CH:4][CH:3]=1.[NH2:17][C:18]1[NH:19][N:20]=[CH:21][CH:22]=1.[OH:23][C:24]1[CH:31]=[CH:30][C:27]([CH:28]=O)=[CH:26][CH:25]=1.Cl.C([O-])(O)=O.[Na+]>COCCO.C(Cl)(Cl)Cl.CO>[F:1][C:2]1[CH:7]=[CH:6][C:5]([C:8]2[N:17]=[C:18]3[NH:19][N:20]=[CH:21][C:22]3=[C:28]([C:27]3[CH:30]=[CH:31][C:24]([OH:23])=[CH:25][CH:26]=3)[C:9]=2[C:10]2[CH:15]=[CH:14][N:13]=[CH:12][CH:11]=2)=[CH:4][CH:3]=1 |f:4.5|. Procedure: To a solution of 1-(4-fluorophenyl)-2-(4-pyridyl)ethanone (0.30 g, 1.4 mmol, obtained in reference example 1) in 2-methoxyethanol (2 mL), 3-amino-2H-pyrazole (0.13 g, 1.5 mmol), 4-hydroxybenzaldehyde (0.17 g, 1.4 mmol), 2-methoxyethanol (2 mL) and 37% HCl (0.04 g, 0.4 mmol) were added under argon atmosphere. The mixture was heated to reflux overnight. It was allowed to cool and concentrated. The solid obtained was dissolved in CHCl3 and some drops of MeOH. Saturated NaHCO3 was added and the aque... Starting materials: SC(CCCCC(=O)O)CCS (6,8-dimercapto octanoic acid), [OH-].[Na+] (sodium hydroxide), [OH-].[Na+] (sodium hydroxide). Solvent: O (water). Reaction conditions: time 2.5 hour. The product is S1SC(CC1)CCCCC(=O)O (1,2-dithiolane-3-pentanoic acid). Isolated yield 75.3%. As a reaction SMILES: [SH:1][CH:2]([CH2:10][CH2:11][SH:12])[CH2:3][CH2:4][CH2:5][CH2:6][C:7]([OH:9])=[O:8].[OH-].[Na+]>O>[S:12]1[CH2:11][CH2:10][CH:2]([CH2:3][CH2:4][CH2:5][CH2:6][C:7]([OH:9])=[O:8])[S:1]1 |f:1.2|. Procedure details: 8.0 grams (0.038 mole) of 6,8-dimercapto octanoic acid were added to 1.54 grams (0.038 mole) of sodium hydroxide in 90 ml of water and the solution formed adjusted to pH 9 with dilute aqueous sodium hydroxide. The solution was extracted twice, each time with 30 ml of methyl tertiary butyl ether, the aqueous solution separated off and the residual ether removed in a vacuum. The solution was diluted with 200 ml of water, 7 mg of iron (III) sulfate added and oxygen led in with stirring at room temp... Starting materials: NC1=C2C=CN(C2=CC=C1)C(CC)(C1=CC=C(C=C1)Cl)C1(CC1)O (1-(1-(4-amino-1H-indol-1-yl)-1-(4-chlorophenyl)propyl)cyclopropanol), CN1CCOCC1 (NMM), CS(=O)(=O)Cl (methylsulfonyl chloride). Run in C(Cl)Cl (DCM). Run at time 8 hour. Product: ClC1=CC=C(C=C1)C(CC)(C1(CC1)O)N1C=CC2=C(C=CC=C12)NS(=O)(=O)C (N-(1-(1-(4-chlorophenyl)-1-(1-hydroxycyclopropyl)propyl)-1H-indol-4-yl) methane sulfonamide). As a reaction SMILES: [NH2:1][C:2]1[CH:10]=[CH:9][CH:8]=[C:7]2[C:3]=1[CH:4]=[CH:5][N:6]2[C:11]([C:21]1([OH:24])[CH2:23][CH2:22]1)([C:14]1[CH:19]=[CH:18][C:17]([Cl:20])=[CH:16][CH:15]=1)[CH2:12][CH3:13].CN1CCOCC1.[CH3:32][S:33](Cl)(=[O:35])=[O:34]>C(Cl)Cl>[Cl:20][C:17]1[CH:16]=[CH:15][C:14]([C:11]([N:6]2[C:7]3[C:3](=[C:2]([NH:1][S:33]([CH3:32])(=[O:35])=[O:34])[CH:10]=[CH:9][CH:8]=3)[CH:4]=[CH:5]2)([C:21]2([OH:24])[CH2:22][CH2:23]2)[CH2:12][CH3:13])=[CH:19][CH:18]=1. Reported procedure: To a mixture of compound from step B (83 mg, 0.22 mmol) and NMM (44 mg, 0.44 mmol) in DCM (5 mL) was added methylsulfonyl chloride (37 mg, 0.3 mmol) dropwise. Then the mixture was stirred at room temperature overnight. The reaction was quenched with saturated ammonium chloride solution, and extracted with ethyl acetate (20 mL). The organic layer was washed with brine, dried over sodium sulfate, filtered and evaporated. The residue was purified by Pre-HPLC to afford the title compound as a white ... Reactants: N1(CCOCC1)C=1SC=C(N1)C(=O)OCC (ethyl 2-(4-morpholinyl)thiazole-4-carboxylate), [H-].[Al+3].[Li+].[H-].[H-].[H-] (lithium aluminum hydride). Solvent: C1CCOC1 (THF), C1(=CC=CC=C1)C (toluene), C1CCOC1 (THF). Run at temperature 0 celsius, time 1 hour. Product: N1(CCOCC1)C=1SC=C(N1)CO (2-(4-Morpholinyl)-4-(hydroxymethyl)thiazole). The yield is 61.1%. RXN SMILES: [H-].[Al+3].[Li+].[H-].[H-].[H-].[N:7]1([C:13]2[S:14][CH:15]=[C:16]([C:18](OCC)=[O:19])[N:17]=2)[CH2:12][CH2:11][O:10][CH2:9][CH2:8]1>C1(C)C=CC=CC=1.C1COCC1>[N:7]1([C:13]2[S:14][CH:15]=[C:16]([CH2:18][OH:19])[N:17]=2)[CH2:12][CH2:11][O:10][CH2:9][CH2:8]1 |f:0.1.2.3.4.5|. Procedure details: A solution of 7.0 ml (7.0 immol) of lithium aluminum hydride in toluene was diluted with 10 ml of THF, cooled to 0° C., and treated with a solution of 1.7 g (7.0 mmol) of ethyl 2-(4-morpholinyl)thiazole-4-carboxylate in 25 ml of THF. The resulting solution was stirred for 1 h, quenched cautiously with aqueous Rochelle's salts, diluted with chloroform, filtered, dired over Na2SO4, and concentrated in vacuo. Silica gel chromatography using 2-4% methanol in chloroform provided 856 mg (61%) of the d...